Dataset: the Open Reaction Database (ORD), a public repository of structured organic reaction records. Task: describe an organic reaction: reactants, conditions, products, and yield The reactants are [H-].[Na+] (sodium hydride), N1=C(NC2=C1C=CC=C2)S (2-benzimidazolethiol), ClCC=1SC2=C(N1)C=CC=C2 (2-chloromethyl-benzothiazole). Solvent: CN(C=O)C (dimethylformamide). Conditions: time 2 hour. The product is N1C(=NC2=C1C=CC=C2)SCC=2SC1=C(N2)C=CC=C1 (2-(1H-benzimidazol-2-yl-thiomethyl)-benzothiazole). The yield is 58.1%. As a reaction SMILES: [H-].[Na+].[N:3]1[C:7]2[CH:8]=[CH:9][CH:10]=[CH:11][C:6]=2[NH:5][C:4]=1[SH:12].Cl[CH2:14][C:15]1[S:16][C:17]2[CH:23]=[CH:22][CH:21]=[CH:20][C:18]=2[N:19]=1>CN(C)C=O>[NH:3]1[C:7]2[CH:8]=[CH:9][CH:10]=[CH:11][C:6]=2[N:5]=[C:4]1[S:12][CH2:14][C:15]1[S:16][C:17]2[CH:23]=[CH:22][CH:21]=[CH:20][C:18]=2[N:19]=1 |f:0.1|. Reported procedure: 1.5 g (50 mmol-80%) of sodium hydride were added under nitrogen to a stirred solution of 7.6 g (50 mmol) of 2-benzimidazolethiol in 76 ml of dimethylformamide and after one hour, 7.2 g (40 mmol) of 2-chloromethyl-benzothiazole were added with ice cooling. The mixture stood at room temperature for 2 hours and the solution was concentrated under reduced pressure in a nitrogen stream. The residue was dissolved in ethyl acetate and the solution was washed with ice cold 2N sodium hydroxide solution a... Reactants: NC1=CC=C(C=C1)C=1OC2=C(N1)C=CC=C2 (2-(4'-Aminophenyl)benzoxazole), C(C)(=O)OC(C)=O (acetic anhydride). Solvent: C1=CC=CC=C1 (benzene). The product is C(C)(=O)NC1=CC=C(C=C1)C=1OC2=C(N1)C=CC=C2 (2-(4'-Acetamidophenyl)benzoxazole). RXN SMILES: [NH2:1][C:2]1[CH:7]=[CH:6][C:5]([C:8]2[O:9][C:10]3[CH:16]=[CH:15][CH:14]=[CH:13][C:11]=3[N:12]=2)=[CH:4][CH:3]=1.[C:17](OC(=O)C)(=[O:19])[CH3:18]>C1C=CC=CC=1>[C:17]([NH:1][C:2]1[CH:3]=[CH:4][C:5]([C:8]2[O:9][C:10]3[CH:16]=[CH:15][CH:14]=[CH:13][C:11]=3[N:12]=2)=[CH:6][CH:7]=1)(=[O:19])[CH3:18]. Reported procedure: 2-(4'-Aminophenyl)benzoxazole (1.0 g, 4.76 mmol) was treated with acetic anhydride (5 g) in benzene according to the above-described general procedure for acetylation. A red powder was afforded (0.9 g, 75%), m.p. 213.5-214.8° C.